This data is from the Open Reaction Database (ORD), a public repository of structured organic reaction records. The task is: describe an organic reaction: reactants, conditions, products, and yield Starting materials: [Cr](=O)(=O)([O-])O[Cr](=O)(=O)[O-].[NH+]1=CC=CC=C1.[NH+]1=CC=CC=C1 (Pyridinium dichromate), C(C)(C)(C)OC(N[C@H]1/C(/NC[C@@H](CC1)C1=C(C(=CC=C1)F)F)=N/CC(C1(CC1)C(F)(F)F)O)=O (tert-Butyl[(2Z,3R,6S)-6-(2,3-difluorophenyl)-2-({2-hydroxy-2-[1-(trifluoromethyl)cyclopropyl]ethyl}imino)azepan-3-yl]carbamate). The solvent is C(C)#N (acetonitrile). Reaction conditions: time 70 hour. Product: C(C)(C)(C)OC(N[C@H]1C=2N(C[C@@H](CC1)C1=C(C(=CC=C1)F)F)C(=CN2)C2(CC2)C(F)(F)F)=O (tert-Butyl{(6S,9R)-6-(2,3-difluorophenyl)-3-[1-(trifluoromethyl)cyclopropyl]-6,7,8,9-tetrahydro-5H-imidazo[1,2-a]azepin-9-yl}carbamate). Reaction SMILES: [Cr](O[Cr]([O-])(=O)=O)([O-])(=O)=O.[NH+]1C=CC=CC=1.[NH+]1C=CC=CC=1.[C:22]([O:26][C:27](=[O:55])[NH:28][C@@H:29]1[CH2:35][CH2:34][C@@H:33]([C:36]2[CH:41]=[CH:40][CH:39]=[C:38]([F:42])[C:37]=2[F:43])[CH2:32][NH:31]/[C:30]/1=[N:44]\[CH2:45][CH:46](O)[C:47]1([C:50]([F:53])([F:52])[F:51])[CH2:49][CH2:48]1)([CH3:25])([CH3:24])[CH3:23]>C(#N)C>[C:22]([O:26][C:27](=[O:55])[NH:28][C@@H:29]1[CH2:35][CH2:34][C@@H:33]([C:36]2[CH:41]=[CH:40][CH:39]=[C:38]([F:42])[C:37]=2[F:43])[CH2:32][N:31]2[C:46]([C:47]3([C:50]([F:53])([F:52])[F:51])[CH2:49][CH2:48]3)=[CH:45][N:44]=[C:30]12)([CH3:25])([CH3:24])[CH3:23] |f:0.1.2|. Reported procedure: Pyridinium dichromate (765 mg, 2.035 mmol) was added to a solution of crude tert-butyl [(2Z,3R,6S)-6-(2,3-difluorophenyl)-2-({2-hydroxy-2-[1-(trifluoromethyl)cyclopropyl]ethyl}imino)azepan-3-yl]carbamate from Step A (200 mg, 0.407 mmol) in acetonitrile (5 mL). After 70 h at ambient temperature, the mixture was filtered and concentrated. Saturated aqueous NaHCO3 was added and the mixture was extracted with CH2Cl2 (3×). The combined organic extracts were dried over MgSO4, filtered, and concentrate...